describe an organic reaction: reactants, conditions, products, and yield From a dataset of the Open Reaction Database (ORD), a public repository of structured organic reaction records. Starting materials: Cc1ccccc1, O=Cc1cccc(C=Cc2ccc3ccc(Cl)cc3n2)c1, OCCO, Cc1ccc(S(=O)(=O)O)cc1. Product: Clc1ccc2ccc(C=Cc3cccc(C4OCCO4)c3)nc2c1. As a reaction SMILES: [CH3:37][c:38]1[cH:39][cH:40][cH:41][cH:42][cH:43]1.[Cl:1][c:2]1[cH:3][cH:4][c:5]2[cH:6][cH:7][c:8]([CH:12]=[CH:13][c:14]3[cH:15][c:16]([CH:17]=[O:18])[cH:19][cH:20][cH:21]3)[n:9][c:10]2[cH:11]1.[OH:22][CH2:23][CH2:24][OH:25].[c:26]1([CH3:27])[cH:28][cH:29][c:30]([S:31]([OH:32])(=[O:33])=[O:34])[cH:35][cH:36]1>>[Cl:1][c:2]1[cH:3][cH:4][c:5]2[cH:6][cH:7][c:8]([CH:12]=[CH:13][c:14]3[cH:15][c:16]([CH:17]4[O:18][CH2:24][CH2:23][O:22]4)[cH:19][cH:20][cH:21]3)[n:9][c:10]2[cH:11]1. Starting materials: FC=1C=CC=C2C=C(N=C(C12)N[C@@H]1CN(CC1)C(=O)OC(C)(C)C)C1=NNC(N1)=O ((S)-tert-butyl 3-((8-fluoro-3-(5-oxo-4,5-dihydro-1H-1,2,4-triazol-3-yl)isoquinolin-1-yl)amino)pyrrolidine-1-carboxylate), solution, Cl (HCl). The solvent is CCOC(=O)C (EtOAc), CCOC(=O)C (EtOAc). Reaction conditions: time 45 minute. Yields the product Cl (HCl), FC=1C=CC=C2C=C(N=C(C12)N[C@@H]1CNCC1)C1=NNC(N1)=O ((S)-3-(8-fluoro-1-(pyrrolidin-3-ylamino)isoquinolin-3-yl)-1H-1,2,4-triazol-5(4H)-one). Yield: 99.2%. As a reaction SMILES: [F:1][C:2]1[CH:3]=[CH:4][CH:5]=[C:6]2[C:11]=1[C:10]([NH:12][C@H:13]1[CH2:17][CH2:16][N:15](C(OC(C)(C)C)=O)[CH2:14]1)=[N:9][C:8]([C:25]1[NH:29][C:28](=[O:30])[NH:27][N:26]=1)=[CH:7]2.[ClH:31]>CCOC(C)=O>[ClH:31].[F:1][C:2]1[CH:3]=[CH:4][CH:5]=[C:6]2[C:11]=1[C:10]([NH:12][C@H:13]1[CH2:17][CH2:16][NH:15][CH2:14]1)=[N:9][C:8]([C:25]1[NH:29][C:28](=[O:30])[NH:27][N:26]=1)=[CH:7]2. Procedure: To a mixture of (S)-tert-butyl 3-((8-fluoro-3-(5-oxo-4,5-dihydro-1H-1,2,4-triazol-3-yl)isoquinolin-1-yl)amino)pyrrolidine-1-carboxylate (300 mg, 0.72 mmol) in EtOAc (5 mL) was added a 4M solution of HCl in EtOAc (5 mL). The reaction mixture was stirred at RT for 45 minutes. The solvent was removed in vacuo to give an HCl salt of the title compound (250 mg, 99.2%). ESI-MS m/z [M+H]+ 315.2. Reactants: Cn1cc(Br)cc(Br)c1=O, O=C([O-])[O-], CCN1CCn2nc(N)cc2C1, C1COCCO1, ClCCl, CCOC(C)=O, CO, CCOCC, O=C(C=Cc1ccccc1)C=Cc1ccccc1, O=C(C=Cc1ccccc1)C=Cc1ccccc1, O=C(C=Cc1ccccc1)C=Cc1ccccc1, [Cs+], [Cs+], O, [Pd], [Pd]. Yields the product CCN1CCn2nc(Nc3cc(Br)cn(C)c3=O)cc2C1. As a reaction SMILES: [Br:13][c:14]1[c:15](=[O:22])[n:16]([CH3:21])[cH:17][c:18]([Br:20])[cH:19]1.[C:23](=[O:24])([O-:25])[O-:26].[CH2:1]([CH3:2])[N:3]1[CH2:4][c:5]2[n:6]([n:9][c:10]([NH2:12])[cH:11]2)[CH2:7][CH2:8]1.[CH2:30]1[O:31][CH2:32][CH2:33][O:34][CH2:35]1.[CH2:99]([Cl:100])[Cl:101].[CH3:102][CH2:103][O:104][C:105](=[O:106])[CH3:107].[CH3:92][OH:93].[CH3:94][CH2:95][O:96][CH2:97][CH3:98].[CH:38](=[CH:39][C:40]([CH:41]=[CH:42][c:43]1[cH:44][cH:45][cH:46][cH:47][cH:48]1)=[O:49])[c:50]1[cH:51][cH:52][cH:53][cH:54][cH:55]1.[CH:56](=[CH:57][C:58]([CH:59]=[CH:60][c:61]1[cH:62][cH:63][cH:64][cH:65][cH:66]1)=[O:67])[c:68]1[cH:69][cH:70][cH:71][cH:72][cH:73]1.[CH:74](=[CH:75][C:76]([CH:77]=[CH:78][c:79]1[cH:80][cH:81][cH:82][cH:83][cH:84]1)=[O:85])[c:86]1[cH:87][cH:88][cH:89][cH:90][cH:91]1.[Cs+:27].[Cs+:28].[OH2:29].[Pd:36].[Pd:37]>>[CH2:1]([CH3:2])[N:3]1[CH2:4][c:5]2[n:6]([n:9][c:10]([NH:12][c:14]3[c:15](=[O:22])[n:16]([CH3:21])[cH:17][c:18]([Br:20])[cH:19]3)[cH:11]2)[CH2:7][CH2:8]1. Starting materials: ClC1=CC=C(C(=O)C2=NOC(=C2)C(CO)C)C=C1 (2-[3-(4-chlorobenzoyl)-isoxazol-5-yl]propan-1-ol), OS(=O)(=O)O (H2SO4), K2Cr2O7. Reagents/catalysts: S(=O)(=O)(O)[O-].C(CCC)[N+](CCCC)(CCCC)CCCC (tetra-n-butylammonium hydrogen sulfate). Solvent: C(Cl)Cl (CH2Cl2). Run at time 1.5 hour. Product: ClC1=CC=C(C(=O)C2=NOC(=C2)C(C(=O)O)C)C=C1 (2-[3-(4-Chlorobenzoyl)isoxazol-5-yl]propionic acid). Reaction SMILES: [Cl:1][C:2]1[CH:18]=[CH:17][C:5]([C:6]([C:8]2[CH:12]=[C:11]([CH:13]([CH3:16])[CH2:14][OH:15])[O:10][N:9]=2)=[O:7])=[CH:4][CH:3]=1.[OH:19]S(O)(=O)=O>C(Cl)Cl.S([O-])(O)(=O)=O.C([N+](CCCC)(CCCC)CCCC)CCC>[Cl:1][C:2]1[CH:18]=[CH:17][C:5]([C:6]([C:8]2[CH:12]=[C:11]([CH:13]([CH3:16])[C:14]([OH:19])=[O:15])[O:10][N:9]=2)=[O:7])=[CH:4][CH:3]=1 |f:3.4|. Procedure details: To a mixture of 11.0 g of 2-[3-(4-chlorobenzoyl)-isoxazol-5-yl]propan-1-ol in 1000 ml of CH2Cl2, a few crystals of tetra-n-butylammonium hydrogen sulfate and 150 ml of 9M H2SO4 was added 12.3 g of pulverized K2Cr2O7. The resulting mixture was stirred at room temperature for 1.5 hour. After allowing the mixture to settle, it was decanted from the unreacted dichromate. The aqueous phase was separated and the organics were washed with water and brine, and dried over MgSO4. Concentration of the prod... Reactants: ClC1=CC2=C(OC3=C(CN2C(=O)NCC(=O)O)C=CC=C3)C=C1 (2-[[(8-chlorodibenz[b,f][1,4]oxazepin-10(11H)-yl)carbonyl]amino]acetic acid), NC1=CC=NC=C1 (4-aminopyridine), anhydride, CN1CCOCC1 (NMM). Yield: 15.3%. Solvent: C(Cl)Cl (CH2Cl2). Product: ClC1=CC2=C(OC3=C(CN2C(=O)NCC(=O)NC2=CC=NC=C2)C=CC=C3)C=C1 (8-chloro-N-[[[(4-pyridinyl)amino]carbonyl]methyl]dibenz[b,f][1,4]oxazepine-10(11H)-carboxamide). RXN SMILES: [Cl:1][C:2]1[CH:23]=[CH:22][C:5]2[O:6][C:7]3[CH:21]=[CH:20][CH:19]=[CH:18][C:8]=3[CH2:9][N:10]([C:11]([NH:13][CH2:14][C:15]([OH:17])=O)=[O:12])[C:4]=2[CH:3]=1.CN1CCOCC1.[NH2:31][C:32]1[CH:37]=[CH:36][N:35]=[CH:34][CH:33]=1>C(Cl)Cl>[Cl:1][C:2]1[CH:23]=[CH:22][C:5]2[O:6][C:7]3[CH:21]=[CH:20][CH:19]=[CH:18][C:8]=3[CH2:9][N:10]([C:11]([NH:13][CH2:14][C:15]([NH:31][C:32]3[CH:37]=[CH:36][N:35]=[CH:34][CH:33]=3)=[O:17])=[O:12])[C:4]=2[CH:3]=1. Procedure: By the method described in Example 5, the title compound of Example 4 (0.5 g, 1.5 mmol) in 20 mL of CH2Cl2 was converted to its mixed anhydride with NMM (0.16 mL, 1.5 mmol) and IBCF (0.2 mL, 1.5 mmol). This intermediate was condensed with 4-aminopyridine (0.21 g, 2.25 mmol) to produce the title compound (94 mg). Reactants: FC(CCF)O (1,3-difluoropropanol), [H-].[Na+] (NaH), O (water), ClC=1C=C(C=CC1F)C1=NC(=NO1)C1=C2C=CN(C2=CC=C1)CC(=O)N (2-{4-[5-(3-chloro-4-fluorophenyl)-1,2,4-oxadiazol-3-yl]-1H-indol-1-yl}acetamide). Run in CN(C)C=O (DMF). Reaction conditions: temperature -10 celsius, time 0.5 hour. Product: ClC=1C=C(C=CC1OC(CF)CF)C1=NC(=NO1)C1=C2C=CN(C2=CC=C1)CC(=O)N (2-[4-(5-{3-chloro-4-[2-fluoro-1-(fluoromethyl)ethoxy]phenyl}-1,2,4-oxadiazol-3-yl)-1H-indol-1-yl]acetamide). RXN SMILES: [F:1][CH:2](O)[CH2:3][CH2:4][F:5].[H-].[Na+].[Cl:9][C:10]1[CH:11]=[C:12]([C:17]2[O:21][N:20]=[C:19]([C:22]3[CH:30]=[CH:29][CH:28]=[C:27]4[C:23]=3[CH:24]=[CH:25][N:26]4[CH2:31][C:32]([NH2:34])=[O:33])[N:18]=2)[CH:13]=[CH:14][C:15]=1F.[OH2:35]>CN(C=O)C>[Cl:9][C:10]1[CH:11]=[C:12]([C:17]2[O:21][N:20]=[C:19]([C:22]3[CH:30]=[CH:29][CH:28]=[C:27]4[C:23]=3[CH:24]=[CH:25][N:26]4[CH2:31][C:32]([NH2:34])=[O:33])[N:18]=2)[CH:13]=[CH:14][C:15]=1[O:35][CH:3]([CH2:4][F:5])[CH2:2][F:1] |f:1.2|. Procedure details: To a solution of 1,3-difluoropropanol (62 mg) in DMF (2.4 ml) was added 60% NaH (19 mg) at −10° C., followed by stirring at −10° C. for 0.5 hour. To this reaction mixture was added 2-{4-[5-(3-chloro-4-fluorophenyl)-1,2,4-oxadiazol-3-yl]-1H-indol-1-yl}acetamide (120 mg) at −10° C., followed by stirring at −10° C. for 3 hours. After adding water to the reaction solution, the reaction mixture was extracted with EtOAc, the organic layer was washed with saturated brine, dried over anhydrous MgSO4, an...